From a dataset of the Open Reaction Database (ORD), a public repository of structured organic reaction records. describe an organic reaction: reactants, conditions, products, and yield Starting materials: NC(=O)c1c(NC(=O)CBr)sc2c1CCCC2, O=C([O-])[O-], [K+], [K+], CN(C)C=O, O, N#Cc1n[nH]c2ccccc12. The product is N#Cc1nn(CC(=O)Nc2sc3c(c2C(N)=O)CCCC3)c2ccccc12. As a reaction SMILES: [Br:18][CH2:19][C:20](=[O:21])[NH:22][c:23]1[c:24]([C:32](=[O:33])[NH2:34])[c:25]2[c:26]([s:27]1)[CH2:28][CH2:29][CH2:30][CH2:31]2.[C:12](=[O:13])([O-:14])[O-:15].[K+:16].[K+:17].[O:35]=[CH:36][N:37]([CH3:38])[CH3:39].[OH2:40].[nH:1]1[n:2][c:3]([C:10]#[N:11])[c:4]2[cH:5][cH:6][cH:7][cH:8][c:9]12>>[n:1]1([CH2:19][C:20](=[O:21])[NH:22][c:23]2[c:24]([C:32](=[O:33])[NH2:34])[c:25]3[c:26]([s:27]2)[CH2:28][CH2:29][CH2:30][CH2:31]3)[n:2][c:3]([C:10]#[N:11])[c:4]2[cH:5][cH:6][cH:7][cH:8][c:9]12. Starting materials: N1C=CC2=CC(=CC=C12)C#N (1H-indole-5-carbonitrile), C(=O)([O-])[O-].[Cs+].[Cs+] (Cs2CO3), ClCC1=NOC(=N1)C1=CC(=CC=C1)C(F)(F)F (3-(chloromethyl)-5-[3-(trifluoromethyl)phenyl]-1,2,4-oxadiazole). Solvent: CN(C)C=O (DMF). Run at temperature 90 celsius. The product is FC(C=1C=C(C=CC1)C1=NC(=NO1)CN1C=CC2=CC(=CC=C12)C#N)(F)F (1-({5-[3-(Trifluoromethyl)phenyl]-1,2,4-oxadiazol-3-yl}methyl)-1H-indole-5-carbonitrile). The yield is 77.6%. As a reaction SMILES: [NH:1]1[C:9]2[C:4](=[CH:5][C:6]([C:10]#[N:11])=[CH:7][CH:8]=2)[CH:3]=[CH:2]1.C([O-])([O-])=O.[Cs+].[Cs+].Cl[CH2:19][C:20]1[N:24]=[C:23]([C:25]2[CH:30]=[CH:29][CH:28]=[C:27]([C:31]([F:34])([F:33])[F:32])[CH:26]=2)[O:22][N:21]=1>CN(C=O)C>[F:33][C:31]([F:32])([F:34])[C:27]1[CH:26]=[C:25]([C:23]2[O:22][N:21]=[C:20]([CH2:19][N:1]3[C:9]4[C:4](=[CH:5][C:6]([C:10]#[N:11])=[CH:7][CH:8]=4)[CH:3]=[CH:2]3)[N:24]=2)[CH:30]=[CH:29][CH:28]=1 |f:1.2.3|. Reported procedure: To a solution of 1H-indole-5-carbonitrile (0.05 g, 0.35 mmol) in anhydrous DMF (2 mL) was added Cs2CO3 (0.18 g, 0.55 mmol) and 3-(chloromethyl)-5-[3-(trifluoromethyl)phenyl]-1,2,4-oxadiazole (0.14 g, 0.55 mmol). The mixture was heated at 90° C., under N2, for 30 min. Upon cooling, the mixture was partitioned between Et2O and H2O. The aqueous phase was extracted with Et2O (×2). The combined organic phases were washed with sat'd brine, dried (Na2SO4) and concentrated in vacuo. The residue was puri... The reactants are N(=NC(=O)OCC)C(=O)OCC (diethyl azodicarboxylate), ClC=1C(=C(C(=O)OC)C=C(C1)OCC=C(Cl)Cl)O (methyl 3-chloro-5-(3,3-dichloroprop-2-enyloxy)-2-hydroxybenzoate), FC(C=1C=CC(=NC1)OCCCO)(F)F (3-(5-trifluoromethylpyrid-2-yloxy)-propan-1-ol), C1(=CC=CC=C1)P(C1=CC=CC=C1)C1=CC=CC=C1 (triphenylphosphine). The solvent is O1CCCC1 (tetrahydrofuran). Conditions: time 30 minute. Yields the product ClC=1C(=C(C(=O)OC)C=C(C1)OCC=C(Cl)Cl)OCCCOC1=NC=C(C=C1)C(F)(F)F (methyl 3-chloro-5-(3,3-dichloroprop-2-enyloxy)-2-[3-(5-trifluoromethylpyrid-2-yloxy)propyloxy]benzoate). Reaction SMILES: [Cl:1][C:2]1[C:3]([OH:18])=[C:4]([CH:9]=[C:10]([O:12][CH2:13][CH:14]=[C:15]([Cl:17])[Cl:16])[CH:11]=1)[C:5]([O:7][CH3:8])=[O:6].[F:19][C:20]([F:33])([F:32])[C:21]1[CH:22]=[CH:23][C:24]([O:27][CH2:28][CH2:29][CH2:30]O)=[N:25][CH:26]=1.C1(P(C2C=CC=CC=2)C2C=CC=CC=2)C=CC=CC=1.N(C(OCC)=O)=NC(OCC)=O>O1CCCC1>[Cl:1][C:2]1[C:3]([O:18][CH2:30][CH2:29][CH2:28][O:27][C:24]2[CH:23]=[CH:22][C:21]([C:20]([F:33])([F:19])[F:32])=[CH:26][N:25]=2)=[C:4]([CH:9]=[C:10]([O:12][CH2:13][CH:14]=[C:15]([Cl:16])[Cl:17])[CH:11]=1)[C:5]([O:7][CH3:8])=[O:6]. Procedure details: Under an atmosphere of protective gas, 1.85 g of methyl 3-chloro-5-(3,3-dichloroprop-2-enyloxy)-2-hydroxybenzoate, 1.3 g of 3-(5-trifluoromethylpyrid-2-yloxy)-propan-1-ol and 1.64 g of triphenylphosphine were dissolved in 50 ml of dry tetrahydrofuran (THF). With ice-bath cooling, 1.09 g of diethyl azodicarboxylate were added dropwise. After about 30 minutes, the ice-bath was removed, and the mixture was stirred at room temperature for 15 hours. The mixture was then concentrated under reduced pre... Reactants: C([O-])([O-])=O.[K+].[K+] (potassium carbonate), C(C)(C)(C)OCC(=O)OCCCC (n-butyl 2-tert-butoxyacetate). Solvent: CO.O (methanol water). Reaction conditions: temperature 0 celsius. Product: C(C)(C)(C)OCC(=O)O (2-tert-Butoxyacetic acid). RXN SMILES: C(=O)([O-])[O-].[K+].[K+].[C:7]([O:11][CH2:12][C:13]([O:15]CCCC)=[O:14])([CH3:10])([CH3:9])[CH3:8]>CO.O>[C:7]([O:11][CH2:12][C:13]([OH:15])=[O:14])([CH3:10])([CH3:9])[CH3:8] |f:0.1.2,4.5|. Reported procedure: To 100 ml of a 50:50 (v/v) methanol/water solution containing 14.35 g of potassium carbonate, was added n-butyl 2-tert-butoxyacetate (6.50 g, 0.0346 mol). The mixture was heated at reflux for 17 hours and the volatiles removed on a flash evaporator. The remaining solution was cooled to approximately 0° C. and acidified to pH 3-4 with cold 50% aqueous hydrogen chloride. The product was extracted with ether, the ether extract washed with brine and dried over magnesium sulfate, then concentrated in... The reactants are [N+](=O)([O-])C=1C=CC(=C(C1)NS(=O)(=O)C1=CC=CC=2C1=NSN2)C(=O)N2CCCCC2 (benzo[1,2,5]thiadiazole-4-sulfonic acid [5-nitro-2-(piperidine-1-carbonyl)-phenyl]-amide), O (H2O). Run in CCOC(=O)C.C(Cl)Cl (EtOAc DCM), Cl[Sn]Cl (SnCl2). Run at time 8 hour. Product: NC=1C=CC(=C(C1)NS(=O)(=O)C1=CC=CC=2C1=NSN2)C(=O)N2CCCCC2 (Benzo[1,2,5]thiadiazole-4-sulfonic acid [5-amino-2-(piperidine-1-carbonyl)-phenyl]-amide). Isolated yield 85.0%. RXN SMILES: [N+:1]([C:4]1[CH:5]=[CH:6][C:7]([C:23]([N:25]2[CH2:30][CH2:29][CH2:28][CH2:27][CH2:26]2)=[O:24])=[C:8]([NH:10][S:11]([C:14]2[C:19]3=[N:20][S:21][N:22]=[C:18]3[CH:17]=[CH:16][CH:15]=2)(=[O:13])=[O:12])[CH:9]=1)([O-])=O.O>CCOC(C)=O.C(Cl)Cl.Cl[Sn]Cl>[NH2:1][C:4]1[CH:5]=[CH:6][C:7]([C:23]([N:25]2[CH2:26][CH2:27][CH2:28][CH2:29][CH2:30]2)=[O:24])=[C:8]([NH:10][S:11]([C:14]2[C:19]3=[N:20][S:21][N:22]=[C:18]3[CH:17]=[CH:16][CH:15]=2)(=[O:13])=[O:12])[CH:9]=1 |f:2.3|. Reported procedure: A solution of benzo[1,2,5]thiadiazole-4-sulfonic acid [5-nitro-2-(piperidine-1-carbonyl)-phenyl]-amide (EXAMPLE 2; 90 mg, 2.0 mmol) was dissolved in 1:1 EtOAc/DCM (10 mL), and SnCl2.2 H2O (2.3 g, 10 mmol) was added. The mixture was stirred overnight at ambient temperature then concentrated in vacuo. The resulting oil was suspended in DCM and neutralized by shaking with aqueous NaHCO3. The organic layer was dried (MgSO4), filtered and concentrated in vacuo to afford the title compound (69 mg, 1.7...